Dataset: the Open Reaction Database (ORD), a public repository of structured organic reaction records. Task: describe an organic reaction: reactants, conditions, products, and yield Starting materials: ClCC1=NC=CC(=C1C)SCCCSC=1C=CC=2N(N1)C(=CN2)[N+](=O)[O-] (6-[3-(2-chloromethyl-3-methylpyridin-4-ylsulfanyl)propylsulfanyl]-3-nitro-imidazo[1,2-b]pyridazine), CSC=1C=CC2=C(NC(=N2)S)C1 (6-methylsulfanyl-1H-benzoimidazole-2-thiol). Solvent: C(C)(C)O (isopropanol). The product is Cl.CC=1C(=NC=CC1SCCCSC=1C=CC=2N(N1)C(=CN2)[N+](=O)[O-])CSC2=NC1=C(N2)C=CC(=C1)SC (6-{3-[3-Methyl-2-(5-methylsulfanyl-1H-benzimidazol-2-ylsulfanylmethyl)pyridin-4-ylsulfanyl]-propyl-sulfanyl)3-nitroimidazo[1,2-b]pyridazine hydrochloride). Isolated yield 145.5%. RXN SMILES: [Cl:1][CH2:2][C:3]1[C:8]([CH3:9])=[C:7]([S:10][CH2:11][CH2:12][CH2:13][S:14][C:15]2[CH:16]=[CH:17][C:18]3[N:19]([C:21]([N+:24]([O-:26])=[O:25])=[CH:22][N:23]=3)[N:20]=2)[CH:6]=[CH:5][N:4]=1.[CH3:27][S:28][C:29]1[CH:30]=[CH:31][C:32]2[N:36]=[C:35]([SH:37])[NH:34][C:33]=2[CH:38]=1>C(O)(C)C>[ClH:1].[CH3:9][C:8]1[C:3]([CH2:2][S:37][C:35]2[NH:36][C:32]3[CH:31]=[CH:30][C:29]([S:28][CH3:27])=[CH:38][C:33]=3[N:34]=2)=[N:4][CH:5]=[CH:6][C:7]=1[S:10][CH2:11][CH2:12][CH2:13][S:14][C:15]1[CH:16]=[CH:17][C:18]2[N:19]([C:21]([N+:24]([O-:26])=[O:25])=[CH:22][N:23]=2)[N:20]=1 |f:3.4|. Procedure details: 0.79 g (1.93 mmol) of 6-[3-(2-chloromethyl-3-methylpyridin-4-ylsulfanyl)propylsulfanyl]-3-nitro-imidazo[1,2-b]pyridazine and 0.41 g (1.1 mmol) of 6-methylsulfanyl-1H-benzoimidazole-2-thiol in 35 ml of isopropanol are reacted as described in Example 2. 0.97 g (97%) of the title compound of m.p. 193-195° C. is isolated. Reactants: O=C1N(C(C2=CC=CC=C12)=O)/C=C/C=1C(=CC(=NC1)OC(C)C)C(=O)OC (methyl 5-[(E)-2-(1,3-dioxo-1,3-dihydro-2H-isoindol-2-yl)ethenyl]-2-(propan-2-yloxy)pyridine-4-carboxylate). The reagents and catalysts are C1=CC=C(C=C1)P(C2=CC=CC=C2)C3=CC=CC=C3.C1=CC=C(C=C1)P(C2=CC=CC=C2)C3=CC=CC=C3.C1=CC=C(C=C1)P(C2=CC=CC=C2)C3=CC=CC=C3.[Cl-].[Rh] (Wilkinson's catalyst). Run in C1CCOC1.CCO (THF EtOH). Product: O=C1N(C(C2=CC=CC=C12)=O)CCC=1C(=CC(=NC1)OC(C)C)C(=O)OC (methyl 5-[2-(1,3-dioxo-1,3-dihydro-2H-isoindol-2-yl)ethyl]-2-(propan-2-yloxy)pyridine-4-carboxylate). Yield: 40.1%. RXN SMILES: [O:1]=[C:2]1[C:10]2[C:5](=[CH:6][CH:7]=[CH:8][CH:9]=2)[C:4](=[O:11])[N:3]1/[CH:12]=[CH:13]/[C:14]1[C:15]([C:24]([O:26][CH3:27])=[O:25])=[CH:16][C:17]([O:20][CH:21]([CH3:23])[CH3:22])=[N:18][CH:19]=1>C1COCC1.CCO.C1C=CC(P(C2C=CC=CC=2)C2C=CC=CC=2)=CC=1.C1C=CC(P(C2C=CC=CC=2)C2C=CC=CC=2)=CC=1.C1C=CC(P(C2C=CC=CC=2)C2C=CC=CC=2)=CC=1.[Cl-].[Rh]>[O:11]=[C:4]1[C:5]2[C:10](=[CH:9][CH:8]=[CH:7][CH:6]=2)[C:2](=[O:1])[N:3]1[CH2:12][CH2:13][C:14]1[C:15]([C:24]([O:26][CH3:27])=[O:25])=[CH:16][C:17]([O:20][CH:21]([CH3:23])[CH3:22])=[N:18][CH:19]=1 |f:1.2,3.4.5.6.7|. Procedure details: A solution of methyl 5-[(E)-2-(1,3-dioxo-1,3-dihydro-2H-isoindol-2-yl)ethenyl]-2-(propan-2-yloxy)pyridine-4-carboxylate (112b, 1.56 g, 4.26 mmol) in THF/EtOH (25 mL/5 mL) was hydrogenated on an H-Cube with Wilkinson's catalyst (10 bar, 75° C., 18 hours). The solvent was removed under vacuum and the resulting gum was purified by column chromatography (0-50% ethyl acetate/heptanes) to give methyl 5-[2-(1,3-dioxo-1,3-dihydro-2H-isoindol-2-yl)ethyl]-2-(propan-2-yloxy)pyridine-4-carboxylate (112c, 0.... Reported procedure: 180 mg (0.495 mmol) of 2-methyl-N-(5-methyl-1,3,4-oxadiazol-2-yl)-3-(methylsulfonyl)-4-(trifluoromethyl)benzamide are dissolved in 6 ml of DMF (abs.), and 68 mg (0.495 mmol) of K2CO3 and 0.047 ml (0.495 mmol) of dimethyl sulfate are added. The reaction mixture is boiled under reflux for 15 hours. Then the mixture is filtered, and the filtrate is concentrated and purified by column chromatography (silica gel; heptane/ethyl acetate). The solvent is CN(C)C=O (DMF). Reaction SMILES: [CH3:1][C:2]1[C:16]([S:17]([CH3:20])(=[O:19])=[O:18])=[C:15]([C:21]([F:24])([F:23])[F:22])[CH:14]=[CH:13][C:3]=1[C:4]([NH:6][C:7]1[O:8][C:9]([CH3:12])=[N:10][N:11]=1)=[O:5].[C:25]([O-])([O-])=O.[K+].[K+].S(OC)(OC)(=O)=O>CN(C=O)C>[CH3:25][N:6]([C:7]1[O:8][C:9]([CH3:12])=[N:10][N:11]=1)[C:4](=[O:5])[C:3]1[CH:13]=[CH:14][C:15]([C:21]([F:24])([F:23])[F:22])=[C:16]([S:17]([CH3:20])(=[O:19])=[O:18])[C:2]=1[CH3:1] |f:1.2.3|. Reactants: C(=O)([O-])[O-].[K+].[K+] (K2CO3), S(=O)(=O)(OC)OC (dimethyl sulfate), CC1=C(C(=O)NC=2OC(=NN2)C)C=CC(=C1S(=O)(=O)C)C(F)(F)F (2-methyl-N-(5-methyl-1,3,4-oxadiazol-2-yl)-3-(methylsulfonyl)-4-(trifluoromethyl)benzamide). Yields the product CN(C(C1=C(C(=C(C=C1)C(F)(F)F)S(=O)(=O)C)C)=O)C=1OC(=NN1)C (N-methyl-N-(5-methyl-1,3,4-oxadiazol-2-yl)-2-methyl-3-(methylsulfonyl)-4-(trifluoromethyl)benzamide). Reactants: Cl (hydrogen chloride), BrCCO (2-bromoethanol), hydrochloride salt, FC(C=1C=C(C=C(C1)C(F)(F)F)CO[C@H]1[C@@]2(CC[C@H](CC1)N2)C2=CC=CC=C2)(F)F ((1R*,2R*,5R*)-2-{[3,5-Bis(trifluoromethyl)phenyl]methoxy}-1-phenyl-8-azabicyclo[3.2.1]octane), BrCCO (2-bromoethanol), C([O-])([O-])=O.[K+].[K+] (potassium carbonate). Solvent: O (water), C(C)OCC (diethyl ether), CN(C=O)C (dimethylformamide). Conditions: time 5 minute. Yields the product Cl.FC(C=1C=C(C=C(C1)C(F)(F)F)CO[C@H]1[C@@]2(CC[C@H](CC1)N2CCO)C2=CC=CC=C2)(F)F ((1R*,2R*,5R*)-2-{[3,5-Bis(trifluoromethyl)phenyl]methoxy}-8-(2-hydroxyethyl)-1-phenyl-8-azabicyclo[3.2.1]octane hydrochloride). Reaction SMILES: [F:1][C:2]([F:30])([F:29])[C:3]1[CH:4]=[C:5]([CH2:13][O:14][C@@H:15]2[CH2:21][CH2:20][C@@H:19]3[NH:22][C@@:16]2([C:23]2[CH:28]=[CH:27][CH:26]=[CH:25][CH:24]=2)[CH2:17][CH2:18]3)[CH:6]=[C:7]([C:9]([F:12])([F:11])[F:10])[CH:8]=1.C(=O)([O-])[O-].[K+].[K+].Br[CH2:38][CH2:39][OH:40].[ClH:41]>CN(C)C=O.C(OCC)C.O>[ClH:41].[F:11][C:9]([F:12])([F:10])[C:7]1[CH:6]=[C:5]([CH2:13][O:14][C@@H:15]2[CH2:21][CH2:20][C@@H:19]3[N:22]([CH2:38][CH2:39][OH:40])[C@@:16]2([C:23]2[CH:24]=[CH:25][CH:26]=[CH:27][CH:28]=2)[CH2:17][CH2:18]3)[CH:4]=[C:3]([C:2]([F:29])([F:1])[F:30])[CH:8]=1 |f:1.2.3,9.10|. Procedure details: (1R*,2R*,5R*)-2-{[3,5-Bis(trifluoromethyl)phenyl]methoxy}-1-phenyl-8-azabicyclo[3.2.1]octane (Example 60; 345 mg, 0.80 mmol) was dissolved in dimethylformamide (3 ml) and potassium carbonate (331 mg, 2.40 mmol) added. This was stirred for 5 minutes at room temperature then 2-bromoethanol (0.086 ml, 1.21 mmol) added and the reaction mixture heated for 5 days at 60° C. Only a small amount of starting material had converted to product so a further 25 equivalents of 2-bromoethanol (1.42 ml, 20 mmol)... The reactants are [OH-].[Na+] (NaOH), BrCCO (2-bromoethanol), IC1=C(C(=C(C(=C1C(=O)NCCO)I)C(=O)NC(CO)CO)I)NC(=O)NC1=C(C(=C(C(=C1I)C(=O)NC(CO)CO)I)C(=O)NCCO)I (N,N'-bis[2,4,6-triiodo-3-(2-hydroxyethylaminocarbonyl)-5-(1,3-dihydroxyprop-2-ylaminocarbonyl)-phenyl]-urea). The solvent is O (water). Conditions: time 20 hour. Yields the product IC1=C(C(=C(C(=C1C(=O)NCCO)I)C(=O)NC(CO)CO)I)N(C(=O)NC1=C(C(=C(C(=C1I)C(=O)NC(CO)CO)I)C(=O)NCCO)I)CCO (N,N'-bis[2,4,6-triiodo-3-(2-hydroxyethylaminocarbonyl)-5-(1,3-dihydroxyprop-2-ylaminocarbonyl)-phenyl]-N-hydroxyethylurea). RXN SMILES: [I:1][C:2]1[C:7]([C:8]([NH:10][CH2:11][CH2:12][OH:13])=[O:9])=[C:6]([I:14])[C:5]([C:15]([NH:17][CH:18]([CH2:21][OH:22])[CH2:19][OH:20])=[O:16])=[C:4]([I:23])[C:3]=1[NH:24][C:25]([NH:27][C:28]1[C:33]([I:34])=[C:32]([C:35]([NH:37][CH:38]([CH2:41][OH:42])[CH2:39][OH:40])=[O:36])[C:31]([I:43])=[C:30]([C:44]([NH:46][CH2:47][CH2:48][OH:49])=[O:45])[C:29]=1[I:50])=[O:26].[OH-].[Na+].Br[CH2:54][CH2:55][OH:56]>O>[I:1][C:2]1[C:7]([C:8]([NH:10][CH2:11][CH2:12][OH:13])=[O:9])=[C:6]([I:14])[C:5]([C:15]([NH:17][CH:18]([CH2:21][OH:22])[CH2:19][OH:20])=[O:16])=[C:4]([I:23])[C:3]=1[N:24]([CH2:54][CH2:55][OH:56])[C:25]([NH:27][C:28]1[C:33]([I:34])=[C:32]([C:35]([NH:37][CH:38]([CH2:41][OH:42])[CH2:39][OH:40])=[O:36])[C:31]([I:43])=[C:30]([C:44]([NH:46][CH2:47][CH2:48][OH:49])=[O:45])[C:29]=1[I:50])=[O:26] |f:1.2|. Procedure details: N,N'-bis[2,4,6-triiodo-3-(2-hydroxyethylaminocarbonyl)-5-(1,3-dihydroxyprop-2-ylaminocarbonyl)-phenyl]urea (0.27 g, 0.2 mmol) from Example 4 was dissolved in water (7 ml) containing 2M aqueous NaOH (1.0 ml) and 2-bromoethanol (0.084 ml, 1.2 mmol). After stirring for 20 h, the solution was neutralized with a strongly acidic cation exchange resin and evaporated to dryness. The residue was purified by preparative HPLC. Yield 138 mg (50%).